This data is from the Open Reaction Database (ORD), a public repository of structured organic reaction records. The task is: describe an organic reaction: reactants, conditions, products, and yield Reactants: C(C)(=O)N(C(C)=O)C1=C(C(=CC(=C1C)Cl)C(C)=O)C1=CC(=CC=C1)F (N-acetyl-N-(6-acetyl-4-chloro-3′-fluoro-3-methylbiphenyl-2-yl)acetamide), C(C)(=O)[O-].[NH4+] (ammonium acetate), C(#N)[BH3-].[Na+] (sodium cyanoborohydride). Run in CO (methanol), C(C)#N (acetonitrile). Run at temperature 65 celsius. The product is NC(C)C1=CC(=C(C(=C1C1=CC(=CC=C1)F)NC(C)=O)C)Cl (N-[6-(1-aminoethyl)-4-chloro-3′-fluoro-3-methylbiphenyl-2-yl]acetamide). Reaction SMILES: [C:1]([N:4]([C:8]1[C:13]([CH3:14])=[C:12]([Cl:15])[CH:11]=[C:10]([C:16](=O)[CH3:17])[C:9]=1[C:19]1[CH:24]=[CH:23][CH:22]=[C:21]([F:25])[CH:20]=1)C(=O)C)(=[O:3])[CH3:2].C([O-])(=O)C.[NH4+].C([BH3-])#[N:32].[Na+]>CO.C(#N)C>[NH2:32][CH:16]([C:10]1[C:9]([C:19]2[CH:24]=[CH:23][CH:22]=[C:21]([F:25])[CH:20]=2)=[C:8]([NH:4][C:1](=[O:3])[CH3:2])[C:13]([CH3:14])=[C:12]([Cl:15])[CH:11]=1)[CH3:17] |f:1.2,3.4|. Procedure details: A mixture of N-acetyl-N-(6-acetyl-4-chloro-3′-fluoro-3-methylbiphenyl-2-yl)acetamide (57 mg, 0.16 mmol), ammonium acetate (120 mg, 1.6 mmol) and sodium cyanoborohydride (20 mg, 0.32 mmol) in methanol (0.6 mL) and acetonitrile (0.6 mL) was heated at 65° C. overnight in a sealed tube. The mixture was then cooled to room temperature and quenched with saturated sodium bicarbonate and extracted with ethyl acetate. The combined extracts were dried over magnesium sulfate and evaporated to dryness. The ... Reactants: N[C@H](CN[C@@H](C)C(=O)N[C@@H](C(C)C)C(=O)NCC(C)C)CC1=CC(=CC(=C1)F)F (N-[(2S)-2-amino-3-(3,5-difluorophenyl)propyl]-L-alanyl-N1-isobutyl-L-valinamide), C(CC)N(C(=O)C=1C=C(C(=O)O)C=C(C1)C)CCC (3-[(Dipropylamino)carbonyl]-5-methylbenzoic acid), C(CCl)Cl (EDC), C=1C=CC2=C(C1)N=NN2O (HOBT). Solvent: CN(C)C=O (DMF), CN(C)C=O (DMF). Reaction conditions: time 1 hour. The product is FC=1C=C(C=C(C1)F)C[C@@H](CN[C@@H](C)C(=O)N[C@@H](C(C)C)C(=O)NCC(C)C)NC(C1=CC(=CC(=C1)C)C(=O)N(CCC)CCC)=O (N-[(2S)-3-(3,5-difluorophenyl)-2-({3-[(dipropylamino)carbonyl]-5-methylbenzoyl}amino)propyl]-L-alanyl-N1-isobutyl-L-valinamide). The yield is 69.5%. As a reaction SMILES: [CH2:1]([N:4]([CH2:17][CH2:18][CH3:19])[C:5]([C:7]1[CH:8]=[C:9]([CH:13]=[C:14]([CH3:16])[CH:15]=1)[C:10]([OH:12])=O)=[O:6])[CH2:2][CH3:3].C(Cl)CCl.C1C=CC2N(O)N=NC=2C=1.[NH2:34][C@@H:35]([CH2:54][C:55]1[CH:60]=[C:59]([F:61])[CH:58]=[C:57]([F:62])[CH:56]=1)[CH2:36][NH:37][C@H:38]([C:40]([NH:42][C@H:43]([C:47]([NH:49][CH2:50][CH:51]([CH3:53])[CH3:52])=[O:48])[CH:44]([CH3:46])[CH3:45])=[O:41])[CH3:39]>CN(C=O)C>[F:61][C:59]1[CH:60]=[C:55]([CH2:54][C@H:35]([NH:34][C:10](=[O:12])[C:9]2[CH:13]=[C:14]([CH3:16])[CH:15]=[C:7]([C:5]([N:4]([CH2:1][CH2:2][CH3:3])[CH2:17][CH2:18][CH3:19])=[O:6])[CH:8]=2)[CH2:36][NH:37][C@H:38]([C:40]([NH:42][C@H:43]([C:47]([NH:49][CH2:50][CH:51]([CH3:53])[CH3:52])=[O:48])[CH:44]([CH3:46])[CH3:45])=[O:41])[CH3:39])[CH:56]=[C:57]([F:62])[CH:58]=1. Procedure details: 3-[(Dipropylamino)carbonyl]-5-methylbenzoic acid, (90 mg, 0.34 mmol) is combined with EDC(65 mg, 0.34 mmol) and HOBT (46 mg, 0.34 mmol) in 3 mL of DMF and stirred under nitrogen for 1 h. This solution is then added to a solution of N-[(2S)-2-amino-3-(3,5-difluorophenyl)propyl]-L-alanyl-N1-isobutyl-L-valinamide (88 mg, 0.21 mmol) in 1 mL of DMF. The reaction is continued for 3 days at ambient temperature. It is then quenched with 1 N KH2PO4 and diluted with ethyl acetate containing about 1% of me... The reactants are CC(C)(C)OC(=O)N1CCNCC1, C1CCOC1, O=Cc1cccc(Oc2ccc(Cl)cc2)c1, [K+], [OH-]. The product is CC(C)(C)OC(=O)N1CCN(Cc2cccc(Oc3ccc(Cl)cc3)c2)CC1. RXN SMILES: [C:1]([CH3:2])([CH3:3])([CH3:4])[O:5][C:6](=[O:7])[N:8]1[CH2:9][CH2:10][NH:11][CH2:12][CH2:13]1.[CH2:32]1[O:33][CH2:34][CH2:35][CH2:36]1.[Cl:14][c:15]1[cH:16][cH:17][c:18]([O:19][c:20]2[cH:21][c:22]([CH:23]=[O:24])[cH:25][cH:26][cH:27]2)[cH:28][cH:29]1.[K+:31].[OH-:30]>>[C:1]([CH3:2])([CH3:3])([CH3:4])[O:5][C:6](=[O:7])[N:8]1[CH2:9][CH2:10][N:11]([CH2:23][c:22]2[cH:21][c:20]([O:19][c:18]3[cH:17][cH:16][c:15]([Cl:14])[cH:29][cH:28]3)[cH:27][cH:26][cH:25]2)[CH2:12][CH2:13]1. Starting materials: COc1ccc(B(O)O)cc1 (effective_coupling_partner), CC(C)(C)C(=O)Oc1cccc2ccccc12 (substrate). The reagents and catalysts are PCy3. Run at temperature 80 celsius, time 24 hour. Yields the product COc3ccc(c1cccc2ccccc12)cc3. Starting materials: NCCC1=CNC(N1[C@H]1COC2=C(C=C(C=C2C1)F)F)=S ((R)-5-(2-aminoethyl)-1-(6,8-difluorochroman-3-yl)-1H-imidazole-2(3H)-thione), C(#N)[BH3-].[Na+] (SODIUM CYANOBOROHYDRIDE), C(C1=CC=CC=C1)=O (BENZALDEHYDE). Run in CO (Methanol), ClCCl (Dichloromethane). Conditions: temperature 22.5 celsius, time 40 hour. Yields the product C(C1=CC=CC=C1)NCCC1=CNC(N1[C@H]1COC2=C(C=C(C=C2C1)F)F)=S ((R)-5-(2-(benzylamino)ethyl)-1-(6,8-difluorochroman-3-yl)-1H-imidazole-2(3H)-thione). Isolated yield 50.9%. Reaction SMILES: [NH2:1][CH2:2][CH2:3][C:4]1[N:8]([C@@H:9]2[CH2:18][C:17]3[C:12](=[C:13]([F:20])[CH:14]=[C:15]([F:19])[CH:16]=3)[O:11][CH2:10]2)[C:7](=[S:21])[NH:6][CH:5]=1.[CH:22](=O)[C:23]1[CH:28]=[CH:27][CH:26]=[CH:25][CH:24]=1.C([BH3-])#N.[Na+]>CO.ClCCl>[CH2:22]([NH:1][CH2:2][CH2:3][C:4]1[N:8]([C@@H:9]2[CH2:18][C:17]3[C:12](=[C:13]([F:20])[CH:14]=[C:15]([F:19])[CH:16]=3)[O:11][CH2:10]2)[C:7](=[S:21])[NH:6][CH:5]=1)[C:23]1[CH:28]=[CH:27][CH:26]=[CH:25][CH:24]=1 |f:2.3|. Procedure details: To (R)-5-(2-aminoethyl)-1-(6,8-difluorochroman-3-yl)-1H-imidazole-2(3H)-thione (2.36 g, 7.58 mmol) in a mixture of Methanol (15.00 ml) and Dichloromethane (15 ml) was added BENZALDEHYDE (0.845 ml, 8.34 mmol). To the resulting clear solution SODIUM CYANOBOROHYDRIDE (0.702 g, 10.61 mmol) was added in portions at 20-25° C. to avoid intensive foaming and the solution was stirred at 20-25° C. for 40 h. The solution was quenched at 20-25° C. with 1N HCl (12 ml), neutralised with 3N NaOH (12 ml), the m... Starting materials: CC=1N=C(C2=C(N1)N(C(=C2C)C)C2=C(C=C(C=C2C)C)C)C(CC)=O (1-[-2,5,6-trimethyl-7-(2,4,6-trimethylphenyl)-7H-pyrrolo[2,3-d]pyrimidin-4-yl]-propan-1-one), ONCl (hydroxylamino hydrochloride), C(C)(=O)[O-].[Na+] (sodium acetate). The solvent is CO (MeOH). Reaction conditions: time 24 hour. Product: CC=1N=C(C2=C(N1)N(C(=C2C)C)C2=C(C=C(C=C2C)C)C)C(CC)=NO ([-2,5,6-Trimethyl-7-(2,4,6-trimethylphenyl)-7H-pyrrolo[2,3-d]pyrimidin-4-yl]- propan-1-one oxime). Yield: 105.1%. RXN SMILES: [CH3:1][C:2]1[N:3]=[C:4]([C:22](=O)[CH2:23][CH3:24])[C:5]2[C:10]([CH3:11])=[C:9]([CH3:12])[N:8]([C:13]3[C:18]([CH3:19])=[CH:17][C:16]([CH3:20])=[CH:15][C:14]=3[CH3:21])[C:6]=2[N:7]=1.[OH:26][NH:27]Cl.C([O-])(=O)C.[Na+]>CO>[CH3:1][C:2]1[N:3]=[C:4]([C:22](=[N:27][OH:26])[CH2:23][CH3:24])[C:5]2[C:10]([CH3:11])=[C:9]([CH3:12])[N:8]([C:13]3[C:18]([CH3:19])=[CH:17][C:16]([CH3:20])=[CH:15][C:14]=3[CH3:21])[C:6]=2[N:7]=1 |f:2.3|. Reported procedure: A mixture of 1-[-2,5,6-trimethyl-7-(2,4,6-trimethylphenyl)-7H-pyrrolo[2,3-d]pyrimidin-4-yl]-propan-1-one (0.598 g, 1.783 mmol), hydroxylamino hydrochloride (0.370 g, 5.35 mmol), sodium acetate (0.439 g, 5.35 mmol) in MeOH (30 ml) was stirred at room temperature for 24 hours. The mixture was concentrated to dryness. The residue was diluted with water and extracted with ethyl acetate. The organic layer was dried and concentrated to give 0.657 g of a white glassy foam. The glassy foam was purified ...